From a dataset of the Open Reaction Database (ORD), a public repository of structured organic reaction records. describe an organic reaction: reactants, conditions, products, and yield Starting materials: [Li+].C[Si](C)(C)[N-][Si](C)(C)C (LiHMDS), NC1=NC=CC=N1 (2-aminopyrimidine), FC1=C(C=CC(=C1)F)[N+](=O)[O-] (2,4-Difluoronitrobenzene). The solvent is O1CCCC1 (tetrahydrofuran). Reaction conditions: time 10 minute. Product: FC=1C=CC(=C(C1)NC1=NC=CC=N1)[N+](=O)[O-] ((5-Fluoro-2-nitrophenyl)-pyrimidin-2-yl-amine). The yield is 25.0%. As a reaction SMILES: [Li+].C[Si]([N-][Si](C)(C)C)(C)C.[NH2:11][C:12]1[N:17]=[CH:16][CH:15]=[CH:14][N:13]=1.F[C:19]1[CH:24]=[C:23]([F:25])[CH:22]=[CH:21][C:20]=1[N+:26]([O-:28])=[O:27]>O1CCCC1>[F:25][C:23]1[CH:22]=[CH:21][C:20]([N+:26]([O-:28])=[O:27])=[C:19]([NH:11][C:12]2[N:17]=[CH:16][CH:15]=[CH:14][N:13]=2)[CH:24]=1 |f:0.1|. Procedure details: LiHMDS (1.0 M in tetrahydrofuran, 27.4 ml, 27.4 mmol) was added to 2-aminopyrimidine (1.43 g, 15.0 mmol) in tetrahydrofuran (50.0 ml) and stirred for 10 min. 2,4-Difluoronitrobenzene (1.50 ml, 13.7 mmol) was added and the reaction stirred for a further 15 min. The reaction mixture was quenched with water then poured into sodium bicarbonate (dilute aqueous) and the aqueous layer extracted with EtOAc (×3). The combined organic fractions were washed with brine, dried (Na2SO4) and concentrated in va...